From a dataset of the Open Reaction Database (ORD), a public repository of structured organic reaction records. describe an organic reaction: reactants, conditions, products, and yield Reactants: O=C([O-])O, ClC(Cl)Cl, O=C(OO)c1cccc(Cl)c1, FC(F)(F)c1ccc2c(Cl)ccnc2c1, [Na+]. Product: [O-][n+]1ccc(Cl)c2ccc(C(F)(F)F)cc21. RXN SMILES: [C:27](=[O:28])([O-:29])[OH:30].[CH:32]([Cl:33])([Cl:34])[Cl:35].[Cl:16][c:17]1[cH:18][cH:19][cH:20][c:21]([C:22]([O:23][OH:25])=[O:24])[cH:26]1.[Cl:1][c:2]1[cH:3][cH:4][n:5][c:6]2[cH:7][c:8]([C:12]([F:13])([F:14])[F:15])[cH:9][cH:10][c:11]12.[Na+:31]>>[Cl:1][c:2]1[cH:3][cH:4][n+:5]([O-:24])[c:6]2[cH:7][c:8]([C:12]([F:13])([F:14])[F:15])[cH:9][cH:10][c:11]12. Reactants: C(C)OC(C(CC)Br)=O (2-Bromobutanoic acid ethyl ester), COC1=CC=C(C=C1)N1CCN(CC1)C1=CC=C(C=C1)N1C(NN=C1)=O (2,4-dihydro4-[4-[4-(4-methoxyphenyl)-1-piperazinyl]phenyl]-3H-1,2,4-triazol-3-one), C(C)OC(C(CC)Br)=O (2-bromo-butanoic acid ethyl ester), C(=O)([O-])[O-].[Na+].[Na+] (Na2CO3), O (H2O). Solvent: CN1C(CCC1)=O (1-methyl-2-pyrrolidinone). Run at temperature 75 celsius, time 48 hour. Product: C(C)C(C(=O)OCC)N1N=CN(C1=O)C1=CC=C(C=C1)N1CCN(CC1)C1=CC=C(C=C1)OC ((±)-ethyl α-ethyl-4,5-dihydro-4-[4-[4-(4-methoxyphenyl)-1-piperazinyl ]phenyl]-5-oxo- 1H-1,2,4-triazol-1-acetate). Isolated yield 43.0%. RXN SMILES: [CH3:1][O:2][C:3]1[CH:8]=[CH:7][C:6]([N:9]2[CH2:14][CH2:13][N:12]([C:15]3[CH:20]=[CH:19][C:18]([N:21]4[CH:25]=[N:24][NH:23][C:22]4=[O:26])=[CH:17][CH:16]=3)[CH2:11][CH2:10]2)=[CH:5][CH:4]=1.[CH2:27]([O:29][C:30](=[O:35])[CH:31](Br)[CH2:32][CH3:33])[CH3:28].C([O-])([O-])=O.[Na+].[Na+].O>CN1CCCC1=O>[CH2:32]([CH:31]([N:23]1[C:22](=[O:26])[N:21]([C:18]2[CH:19]=[CH:20][C:15]([N:12]3[CH2:11][CH2:10][N:9]([C:6]4[CH:7]=[CH:8][C:3]([O:2][CH3:1])=[CH:4][CH:5]=4)[CH2:14][CH2:13]3)=[CH:16][CH:17]=2)[CH:25]=[N:24]1)[C:30]([O:29][CH2:27][CH3:28])=[O:35])[CH3:33] |f:2.3.4|. Procedure details: A mixture of 2,4-dihydro4-[4-[4-(4-methoxyphenyl)-1-piperazinyl]phenyl]-3H-1,2,4-triazol-3-one (0.05 mol), 2-bromo-butanoic acid ethyl ester (0.055 mol) and Na2CO3 (0.15 mol) in 1-methyl-2-pyrrolidinone (250 m1) was stirred at 75° C. over 2-Bromobutanoic acid ethyl ester (0.015 mol) was added again. The mixture was stirred at 75° C. for 6 hours, at room temperature for 48 hours, poured out into H2O and stirred for 30 minutes. The precipitate was filtered off and dissolved in CH2Cl2. The solution... Starting materials: C(#N)C=1C(=NSC1NC(OC1=CC=CC=C1)=O)N(C)C (phenyl (4-cyano-3-(dimethylamino)-5-isothiazolyl)carbamate), CN(C=O)C (dimethylformamide). Yields the product CN(C(=O)NC1=C(C(=NS1)N(C)C)C#N)C (1,1-dimethyl-3-(4-cyano-3-(dimethylamino)-5-isothiazolyl)urea). As a reaction SMILES: [C:1]([C:3]1[C:4]([N:18]([CH3:20])[CH3:19])=[N:5][S:6][C:7]=1[NH:8][C:9](=[O:17])OC1C=CC=CC=1)#[N:2].[CH3:21][N:22](C)[CH:23]=O>>[CH3:21][N:22]([CH3:23])[C:9]([NH:8][C:7]1[S:6][N:5]=[C:4]([N:18]([CH3:20])[CH3:19])[C:3]=1[C:1]#[N:2])=[O:17]. Reported procedure: In a pressure bottle were placed 6.1 g of phenyl (4-cyano-3-(dimethylamino)-5-isothiazolyl)carbamate and 25 ml of dimethylformamide. This solution was cooled to 0°, and 2.8 ml (1.9 g) of dimethylamine (previously collected in a graduated dropping funnel using a dry-ice trap) were added. The reaction mixture was heated at 80° for 4 hours, cooled to -10° and the bottle was opened. The reaction mixture was concentrated to dryness under vacuum to give a tan solid. Recrystallization of the tan solid ... Starting materials: BrC=1C(N(C=C(N1)Br)C=1C=C(C(=O)OC)C=CC1C)=O (3-(3,5-dibromo-2-oxo-2H-pyrazin-1-yl)-4-methyl-benzoic acid, methyl ester), C(C1=CC=CC=C1)OC1=C(C=CC=C1)C1(CCC1)N (1-(2-(benzyloxy)phenyl)cyclobutanamine), C(C)(C)N(C(C)C)CC (N,N-diisopropylethylamine). The solvent is O1CCOCC1 (dioxane), C(C)(=O)OCC (ethyl acetate), O (water). Reaction conditions: temperature 100 celsius. Product: C(C1=CC=CC=C1)OC1=C(C=CC=C1)C1(CCC1)NC=1C(N(C=C(N1)Br)C=1C=C(C(=O)OC)C=CC1C)=O (Methyl 3-(3-(1-(2-(benzyloxy)phenyl)cyclobutylamino)-5-bromo-2-oxopyrazin-1(2H)-yl)-4-methylbenzoate). The yield is 94.3%. As a reaction SMILES: Br[C:2]1[C:3](=[O:20])[N:4]([C:9]2[CH:10]=[C:11]([CH:16]=[CH:17][C:18]=2[CH3:19])[C:12]([O:14][CH3:15])=[O:13])[CH:5]=[C:6]([Br:8])[N:7]=1.[CH2:21]([O:28][C:29]1[CH:34]=[CH:33][CH:32]=[CH:31][C:30]=1[C:35]1([NH2:39])[CH2:38][CH2:37][CH2:36]1)[C:22]1[CH:27]=[CH:26][CH:25]=[CH:24][CH:23]=1.C(N(CC)C(C)C)(C)C>O1CCOCC1.C(OCC)(=O)C.O>[CH2:21]([O:28][C:29]1[CH:34]=[CH:33][CH:32]=[CH:31][C:30]=1[C:35]1([NH:39][C:2]2[C:3](=[O:20])[N:4]([C:9]3[CH:10]=[C:11]([CH:16]=[CH:17][C:18]=3[CH3:19])[C:12]([O:14][CH3:15])=[O:13])[CH:5]=[C:6]([Br:8])[N:7]=2)[CH2:38][CH2:37][CH2:36]1)[C:22]1[CH:23]=[CH:24][CH:25]=[CH:26][CH:27]=1. Procedure: To 3-(3,5-dibromo-2-oxo-2H-pyrazin-1-yl)-4-methyl-benzoic acid, methyl ester (Example 1b, 1.083 g) in dioxane (6 mL) was added 1-(2-(benzyloxy)phenyl)cyclobutanamine (Example 268c, 1.16 g) and N,N-diisopropylethylamine (0.76 mL) and the reaction heated at 100° C. for 16 h. After cooling to room temperature, the reaction mixture was diluted with ethyl acetate and water, and the organic layer was separated, dried (MgSO4), filtered and the crude product purified (SiO2 chromatography eluting with 20... Reactants: CO, Cl, CCOC(=O)C(Cc1cccc(OCC(F)(F)C(F)F)c1)C(O)c1ccc(F)cc1, [Na+], [OH-]. Yields the product O=C(O)C(Cc1cccc(OCC(F)(F)C(F)F)c1)C(O)c1ccc(F)cc1. Reaction SMILES: [CH3:34][OH:35].[ClH:33].[F:1][c:2]1[cH:3][cH:4][c:5]([CH:8]([CH:9]([C:10](=[O:11])[O:12][CH2:13][CH3:14])[CH2:15][c:16]2[cH:17][c:18]([O:22][CH2:23][C:24]([CH:25]([F:26])[F:27])([F:28])[F:29])[cH:19][cH:20][cH:21]2)[OH:30])[cH:6][cH:7]1.[Na+:32].[OH-:31]>>[F:1][c:2]1[cH:3][cH:4][c:5]([CH:8]([CH:9]([C:10](=[O:11])[OH:12])[CH2:15][c:16]2[cH:17][c:18]([O:22][CH2:23][C:24]([CH:25]([F:26])[F:27])([F:28])[F:29])[cH:19][cH:20][cH:21]2)[OH:30])[cH:6][cH:7]1.